Dataset: the Open Reaction Database (ORD), a public repository of structured organic reaction records. Task: describe an organic reaction: reactants, conditions, products, and yield Reactants: BrC1=CC(=C(OCCCO)C=C1)C(F)(F)F (3-(4-bromo-2-(trifluoromethyl)-phenoxy)propan-1-ol), O.C1(=CC=C(C=C1)S(=O)(=O)O)C (p-toluenesulfonic acid hydrate). The solvent is C1CCOC1 (THF), C([O-])([O-])=O.[Na+].[Na+] (sodium carbonate). Run at time 1 hour. Product: BrC1=CC(=C(OCCCOC2OCCCC2)C=C1)C(F)(F)F (2-[3-(4-Bromo-2-(trifluoromethyl)-phenoxy)-propoxy]-tetrahydro-2H-pyran). Yield: 979.7%. RXN SMILES: [Br:1][C:2]1[CH:12]=[CH:11][C:5]([O:6][CH2:7][CH2:8][CH2:9][OH:10])=[C:4]([C:13]([F:16])([F:15])[F:14])[CH:3]=1.[OH2:17].[C:18]1(C)C=[CH:22][C:21](S(O)(=O)=O)=[CH:20][CH:19]=1>C1COCC1.C(=O)([O-])[O-].[Na+].[Na+]>[Br:1][C:2]1[CH:12]=[CH:11][C:5]([O:6][CH2:7][CH2:8][CH2:9][O:10][CH:22]2[CH2:21][CH2:20][CH2:19][CH2:18][O:17]2)=[C:4]([C:13]([F:14])([F:15])[F:16])[CH:3]=1 |f:1.2,4.5.6|. Procedure details: A mixture of 3-(4-bromo-2-(trifluoromethyl)-phenoxy)propan-1-ol (12 g), 3,4-dihydro-2H-puran (6.75 g) and p-toluenesulfonic acid hydrate (0.76 g) in THF (100 ml) was stirred at room temperature for 1 hour then diluted with 10% sodium carbonate (50 ml) and extracted with ethyl acetate (2×150 ml). Organic layer was then dried over sodium sulphate, solvent removed under reduced pressure to give expected product (15 g). 1H NMR (CDCl3) δ: 7.67 (d, 1H), 7.56 (dd, 1H), 6.90 (dd, 1H), 4.56 (dd, 1H), 4.1...